This data is from the Open Reaction Database (ORD), a public repository of structured organic reaction records. The task is: describe an organic reaction: reactants, conditions, products, and yield Starting materials: F[B-](F)(F)F, CC[O+](CC)CC, ClCCl, CC(O)CCC(=O)C[PH](c1ccccc1)(c1ccccc1)c1ccccc1. Yields the product F[B-](F)(F)F, CC1CCC(=C[P+](c2ccccc2)(c2ccccc2)c2ccccc2)O1. RXN SMILES: [B-:28]([F:29])([F:30])([F:31])[F:32].[CH2:33]([O+:34]([CH2:35][CH3:36])[CH2:37][CH3:38])[CH3:39].[CH2:40]([Cl:41])[Cl:42].[OH:1][CH:2]([CH2:3][CH2:4][C:5]([CH2:6][PH:7]([c:8]1[cH:9][cH:10][cH:11][cH:12][cH:13]1)([c:14]1[cH:15][cH:16][cH:17][cH:18][cH:19]1)[c:20]1[cH:21][cH:22][cH:23][cH:24][cH:25]1)=[O:26])[CH3:27]>>[B-:28]([F:29])([F:30])([F:31])[F:32].[CH:2]1([CH3:27])[CH2:3][CH2:4][C:5](=[CH:6][P+:7]([c:8]2[cH:9][cH:10][cH:11][cH:12][cH:13]2)([c:14]2[cH:15][cH:16][cH:17][cH:18][cH:19]2)[c:20]2[cH:21][cH:22][cH:23][cH:24][cH:25]2)[O:26]1. Starting materials: OC=1C=C2CCC(NC2=CC1)=O (6-hydroxy-3,4-dihydrocarbostyril), [I-].[Na+] (sodium iodide), ClCCCC(=O)NC1CCCCC1 (N-(4-chlorobutyryl)cyclohexylamine), [Na+].[Cl-] (NaCl), [Na] (sodium). Solvent: CO (methanol). Yields the product C1(CCCCC1)NC(=O)CCCOC=1C=C2CCC(NC2=CC1)=O (6-[3-(N-cyclohexylaminocarbonyl)propoxy]-3,4-dihydrocarbostyril). Yield: 47.8%. As a reaction SMILES: [Na].[OH:2][C:3]1[CH:4]=[C:5]2[C:10](=[CH:11][CH:12]=1)[NH:9][C:8](=[O:13])[CH2:7][CH2:6]2.[I-].[Na+].Cl[CH2:17][CH2:18][CH2:19][C:20]([NH:22][CH:23]1[CH2:28][CH2:27][CH2:26][CH2:25][CH2:24]1)=[O:21].[Na+].[Cl-]>CO>[CH:23]1([NH:22][C:20]([CH2:19][CH2:18][CH2:17][O:2][C:3]2[CH:4]=[C:5]3[C:10](=[CH:11][CH:12]=2)[NH:9][C:8](=[O:13])[CH2:7][CH2:6]3)=[O:21])[CH2:28][CH2:27][CH2:26][CH2:25][CH2:24]1 |f:2.3,5.6,^1:0|. Procedure details: 0.5 Gram of metallic sodium is dissolved in 50 ml of methanol under ice cooling, and to this solution is added 3.2 g of 6-hydroxy-3,4-dihydrocarbostyril, 3.2 g of sodium iodide and 4.6 g of N-(4-chlorobutyryl)cyclohexylamine, followed by 5-hour refluxing under agitation. After the reaction, the reaction solution is poured into 400 ml of saturated NaCl solution and the precipitated crystals are filtered out and washed with water. The resultant crude crystals are recrystallized from methanol to ob... Reported procedure: The title compound, white solid (61 mg, 79%), MS (ISP) m/z=311.5 [(M+H)+], mp 220° C., was prepared in accordance with the general method of example 1 from 6-bromo-8-methoxy-3,4-dihydro-2H-pyrazino[1,2-a]indol-1-one (intermediate 18) (73.8 mg, 0.25 mmol) and commercially available 4-fluoro-phenylboronic acid (45.5 mg, 0.325 mmol). Reaction SMILES: Br[C:2]1[C:10]2[N:9]3[CH2:11][CH2:12][NH:13][C:14](=[O:15])[C:8]3=[CH:7][C:6]=2[CH:5]=[C:4]([O:16][CH3:17])[CH:3]=1.[F:18][C:19]1[CH:24]=[CH:23][C:22](B(O)O)=[CH:21][CH:20]=1>>[F:18][C:19]1[CH:24]=[CH:23][C:22]([C:2]2[C:10]3[N:9]4[CH2:11][CH2:12][NH:13][C:14](=[O:15])[C:8]4=[CH:7][C:6]=3[CH:5]=[C:4]([O:16][CH3:17])[CH:3]=2)=[CH:21][CH:20]=1. Yields the product FC1=CC=C(C=C1)C1=CC(=CC=2C=C3N(C12)CCNC3=O)OC (6-(4-Fluorophenyl)-8-methoxy-3,4-dihydro-2H-pyrazino[1,2-a]indol-1-one). Starting materials: solid, BrC1=CC(=CC=2C=C3N(C12)CCNC3=O)OC (6-bromo-8-methoxy-3,4-dihydro-2H-pyrazino[1,2-a]indol-1-one), BrC1=CC(=CC=2C=C3N(C12)CCNC3=O)OC (6-bromo-8-methoxy-3,4-dihydro-2H-pyrazino[1,2-a]indol-1-one), FC1=CC=C(C=C1)B(O)O (4-fluoro-phenylboronic acid).